This data is from the Open Reaction Database (ORD), a public repository of structured organic reaction records. The task is: describe an organic reaction: reactants, conditions, products, and yield Starting materials: CCO, COc1cc2c(cc1OC)CN(c1nc(Cl)nc3cc(OC)c(OC)cc13)CC2, Cl, N. Product: COc1cc2c(cc1OC)CN(c1nc(N)nc3cc(OC)c(OC)cc13)CC2. Reaction SMILES: [CH3:32][CH2:33][OH:34].[Cl:1][c:2]1[n:3][c:4]2[cH:5][c:6]([O:28][CH3:29])[c:7]([O:26][CH3:27])[cH:8][c:9]2[c:10]([N:12]2[CH2:13][c:14]3[cH:15][c:16]([O:24][CH3:25])[c:17]([O:22][CH3:23])[cH:18][c:19]3[CH2:20][CH2:21]2)[n:11]1.[ClH:31].[NH3:30]>>[c:2]1([NH2:30])[n:3][c:4]2[cH:5][c:6]([O:28][CH3:29])[c:7]([O:26][CH3:27])[cH:8][c:9]2[c:10]([N:12]2[CH2:13][c:14]3[cH:15][c:16]([O:24][CH3:25])[c:17]([O:22][CH3:23])[cH:18][c:19]3[CH2:20][CH2:21]2)[n:11]1.